Dataset: the Open Reaction Database (ORD), a public repository of structured organic reaction records. Task: describe an organic reaction: reactants, conditions, products, and yield Solvent: CN(C)C=O (DMF). RXN SMILES: Cl.Cl.[NH:3]1[CH2:8][CH2:7][CH:6]([N:9]2[C:17]3[C:12](=[N:13][CH:14]=[CH:15][CH:16]=3)[NH:11][C:10]2=[O:18])[CH2:5][CH2:4]1.Cl[C:20]1[CH:25]=[C:24]([O:26][C:27]2[CH:32]=[CH:31][C:30]([CH3:33])=[C:29]([CH3:34])[CH:28]=2)[N:23]=[CH:22][N:21]=1.CCN(C(C)C)C(C)C>CN(C=O)C>[CH3:34][C:29]1[CH:28]=[C:27]([CH:32]=[CH:31][C:30]=1[CH3:33])[O:26][C:24]1[N:23]=[CH:22][N:21]=[C:20]([N:3]2[CH2:4][CH2:5][CH:6]([N:9]3[C:17]4[C:12](=[N:13][CH:14]=[CH:15][CH:16]=4)[NH:11][C:10]3=[O:18])[CH2:7][CH2:8]2)[CH:25]=1 |f:0.1.2|. Yields the product CC=1C=C(OC2=CC(=NC=N2)N2CCC(CC2)N2C(NC3=NC=CC=C32)=O)C=CC1C (1-{-1-[6-(3,4-dimethyl-phenoxy)-pyrimidin-4-yl]-piperidin-4-yl}-1,3-dihydro-imidazo[4,5-b]-pyridin-2-one). Conditions: temperature 150 celsius, time 4 hour. Procedure: 291 mg (1.00 mmol) 1-piperidin-4-yl-1,3-dihydroimidazo[4,5-b]pyridin-2-one-dihydrochloride, 276 mg (1.00 mmol) 4-chloro-6-(3,4-dimethyl-phenoxy)-pyrimidine and 0.697 mL (4.00 mmol) DIPEA were combined in 3.0 mL DMF and stirred for 4 h at 150° C. The reaction mixture was purified by preparative HPLC-MS. The product-containing fractions were combined, the acetonitrile was evaporated down and the residue was neutralised with 1N aqueous sodium hydroxide solution. The precipitate formed was suction f... Reactants: Cl.Cl.N1CCC(CC1)N1C(NC2=NC=CC=C21)=O (1-piperidin-4-yl-1,3-dihydroimidazo[4,5-b]pyridin-2-one-dihydrochloride), ClC1=NC=NC(=C1)OC1=CC(=C(C=C1)C)C (4-chloro-6-(3,4-dimethyl-phenoxy)-pyrimidine), CCN(C(C)C)C(C)C (DIPEA). Starting materials: CCN(CC)S(F)(F)F (DAST), OC1(CC2CCC(C1)N2C(=O)C2=CSC(=C2)C=2C=NNC2)C=2SC=CN2 ((3-Hydroxy-3-thiazol-2-yl-8-aza-bicyclo[3.2.1]oct-8-yl)-[5-(1H-pyrazol-4-yl)-thiophen-3-yl]-methanone), C(O)([O-])=O.[Na+] (sodium hydrogen carbonate). Solvent: C(Cl)Cl (DCM), C(Cl)Cl (DCM). Conditions: time 1 hour. Yields the product FC1(CC2CCC(C1)N2C(=O)C2=CSC(=C2)C=2C=NNC2)C=2SC=CN2 ((3-Fluoro-3-thiazol-2-yl-8-aza-bicyclo[3.2.1]oct-8-yl)-[5-(1H-pyrazol-4-yl)-thiophen-3-yl]-methanone). Yield: 13.4%. RXN SMILES: O[C:2]1([C:22]2[S:23][CH:24]=[CH:25][N:26]=2)[CH2:8][CH:7]2[N:9]([C:10]([C:12]3[CH:16]=[C:15]([C:17]4[CH:18]=[N:19][NH:20][CH:21]=4)[S:14][CH:13]=3)=[O:11])[CH:4]([CH2:5][CH2:6]2)[CH2:3]1.CCN(S(F)(F)[F:33])CC.C(=O)([O-])O.[Na+]>C(Cl)Cl>[F:33][C:2]1([C:22]2[S:23][CH:24]=[CH:25][N:26]=2)[CH2:8][CH:7]2[N:9]([C:10]([C:12]3[CH:16]=[C:15]([C:17]4[CH:18]=[N:19][NH:20][CH:21]=4)[S:14][CH:13]=3)=[O:11])[CH:4]([CH2:5][CH2:6]2)[CH2:3]1 |f:2.3|. Procedure: (3-Hydroxy-3-thiazol-2-yl-8-aza-bicyclo[3.2.1]oct-8-yl)-[5-(1H-pyrazol-4-yl)-thiophen-3-yl]-methanone (0.09 g, 0.23 mmol) in DCM (30 mL) was cooled to −78° C., under nitrogen. DAST (0.04 mL, 0.3 mmol) was added and the reaction mixture stirred for 1 hour. Saturated aqueous sodium hydrogen carbonate and DCM were added, the organics separated, washed with brine, dried over magnesium sulphate, filtered and the solvent removed by evaporation under vacuum. The residues were purified by flash chromato... The reactants are O=C([O-])[O-], [Cs+], [Cs+], COc1ccc(F)c(C=O)c1, NNc1ccc(F)cc1, CN(C)C=O, O. Yields the product COc1ccc(F)c(C=NNc2ccc(F)cc2)c1. As a reaction SMILES: [C:21](=[O:22])([O-:23])[O-:24].[Cs+:25].[Cs+:26].[F:10][c:11]1[c:12]([CH:13]=[O:14])[cH:15][c:16]([O:19][CH3:20])[cH:17][cH:18]1.[F:1][c:2]1[cH:3][cH:4][c:5]([NH:8][NH2:9])[cH:6][cH:7]1.[O:28]=[CH:29][N:30]([CH3:31])[CH3:32].[OH2:27]>>[F:1][c:2]1[cH:3][cH:4][c:5]([NH:8][N:9]=[CH:13][c:12]2[c:11]([F:10])[cH:18][cH:17][c:16]([O:19][CH3:20])[cH:15]2)[cH:6][cH:7]1. The product is COc1ccc2nn(-c3cc(O)cc(C(C)(C)C)c3O)nc2c1. Reactants: COc1ccc2nn(-c3cc(OCc4ccccc4)cc(C(C)(C)C)c3O)nc2c1, CCO, O=CO, O=C[O-], [NH4+]. As a reaction SMILES: [CH2:1]([c:2]1[cH:3][cH:4][cH:5][cH:6][cH:7]1)[O:8][c:9]1[cH:10][c:11]([C:27]([CH3:28])([CH3:29])[CH3:30])[c:12]([OH:26])[c:13](-[n:15]2[n:16][c:17]3[c:18]([n:19]2)[cH:20][cH:21][c:22]([O:24][CH3:25])[cH:23]3)[cH:14]1.[CH3:38][CH2:39][OH:40].[CH:31]([OH:32])=[O:33].[CH:34]([O-:35])=[O:36].[NH4+:37]>>[OH:8][c:9]1[cH:10][c:11]([C:27]([CH3:28])([CH3:29])[CH3:30])[c:12]([OH:26])[c:13](-[n:15]2[n:16][c:17]3[c:18]([n:19]2)[cH:20][cH:21][c:22]([O:24][CH3:25])[cH:23]3)[cH:14]1. Reactants: ClC1=CC(=C(C=N1)O)C (6-chloro-4-methylpyridin-3-ol), FC(C(CI)(F)F)F (1,1,2,2-tetrafluoro-3-iodopropane), Amine-49. The product is ClC1=NC=C(C(=C1)C)OCC(C(F)F)(F)F (2-chloro-4-methyl-5-(2,2,3,3-tetrafluoropropoxy)pyridine). Yield: 89.0%. Reaction SMILES: [Cl:1][C:2]1[N:7]=[CH:6][C:5]([OH:8])=[C:4]([CH3:9])[CH:3]=1.[F:10][CH:11]([F:17])[C:12]([F:16])([F:15])[CH2:13]I>>[Cl:1][C:2]1[CH:3]=[C:4]([CH3:9])[C:5]([O:8][CH2:13][C:12]([F:16])([F:15])[CH:11]([F:17])[F:10])=[CH:6][N:7]=1. Reported procedure: The title compound is prepared in 89% yield (7.97 g, pale yellow solid) from 6-chloro-4-methylpyridin-3-ol (5.00 g, 34.8 mmol) and 1,1,2,2-tetrafluoro-3-iodopropane (16.9 g, 69.7 mmol) in a similar manner to Step-1 of Amine-49. Reported procedure: Prepared analogously to example 32.1 using 2-((2,2-Difluorocyclopropyl)methoxy)pyridin-3-amine (200 mg) and chloro-5-methyl-thieno[2,3-d]pyrimidine-6-carboxylic acid methyl ester (194 mg). Reactants: FC1(C(C1)COC1=NC=CC=C1N)F (2-((2,2-Difluorocyclopropyl)methoxy)pyridin-3-amine), COC(=O)C1=C(C2=C(N=C(N=C2)Cl)S1)C (chloro-5-methyl-thieno[2,3-d]pyrimidine-6-carboxylic acid methyl ester). Product: FC1(C(C1)COC1=NC=CC=C1NC=1C2=C(N=CN1)SC(=C2C)C(=O)OC)F (Methyl 4-(2-((2,2-difluorocyclopropyl)methoxy)pyridin-3-ylamino)-5-methylthieno[2,3-d]pyrimidine-6-carboxylate). As a reaction SMILES: [F:1][C:2]1([F:14])[CH2:4][CH:3]1[CH2:5][O:6][C:7]1[C:12]([NH2:13])=[CH:11][CH:10]=[CH:9][N:8]=1.[CH3:15][O:16][C:17]([C:19]1[S:28][C:22]2[N:23]=[C:24](Cl)[N:25]=[CH:26][C:21]=2[C:20]=1[CH3:29])=[O:18]>>[F:14][C:2]1([F:1])[CH2:4][CH:3]1[CH2:5][O:6][C:7]1[C:12]([NH:13][C:26]2[C:21]3[C:20]([CH3:29])=[C:19]([C:17]([O:16][CH3:15])=[O:18])[S:28][C:22]=3[N:23]=[CH:24][N:25]=2)=[CH:11][CH:10]=[CH:9][N:8]=1. Procedure: To a mixture of (2S)-N-((1R)-2-amino-1-(4-(2-methylpentyloxy)phenyl)ethyl)-2-phenylpropanamide (100 mg, 0.271 mmol), prepared according to the procedure described in example 5, and potassium carbonate (75 mg, 0.543 mmol) in acetonitrile (4 mL) was added 2-bromoethyl ether (0.038 mL, 0.271 mmol). The reaction mixture was then heated at reflux for 18 h. The mixture was cooled to room temperature, filtered and the filtrate was concentrated. The residue was then transferred to a separatory funnel co... Solvent: C(C)#N (acetonitrile). Yields the product CC(COC1=CC=C(C=C1)[C@H](CN1CCOCC1)NC([C@@H](C)C1=CC=CC=C1)=O)CCC ((2S)-N-((1R)-1-(4-(2-methylpentyloxy)phenyl)-2-morpholinoethyl)-2-phenylpropanamide). The reactants are NC[C@@H](C1=CC=C(C=C1)OCC(CCC)C)NC([C@@H](C)C1=CC=CC=C1)=O ((2S)-N-((1R)-2-amino-1-(4-(2-methylpentyloxy)phenyl)ethyl)-2-phenylpropanamide), C([O-])([O-])=O.[K+].[K+] (potassium carbonate), BrCCOCCBr (2-bromoethyl ether). RXN SMILES: [NH2:1][CH2:2][C@H:3]([NH:17][C:18](=[O:27])[C@H:19]([C:21]1[CH:26]=[CH:25][CH:24]=[CH:23][CH:22]=1)[CH3:20])[C:4]1[CH:9]=[CH:8][C:7]([O:10][CH2:11][CH:12]([CH3:16])[CH2:13][CH2:14][CH3:15])=[CH:6][CH:5]=1.C(=O)([O-])[O-].[K+].[K+].Br[CH2:35][CH2:36][O:37][CH2:38][CH2:39]Br>C(#N)C>[CH3:16][CH:12]([CH2:13][CH2:14][CH3:15])[CH2:11][O:10][C:7]1[CH:6]=[CH:5][C:4]([C@@H:3]([NH:17][C:18](=[O:27])[C@H:19]([C:21]2[CH:22]=[CH:23][CH:24]=[CH:25][CH:26]=2)[CH3:20])[CH2:2][N:1]2[CH2:39][CH2:38][O:37][CH2:36][CH2:35]2)=[CH:9][CH:8]=1 |f:1.2.3|.